This data is from the Open Reaction Database (ORD), a public repository of structured organic reaction records. The task is: describe an organic reaction: reactants, conditions, products, and yield The reactants are C#Cc1ccc(CN(C)C)cc1, CC1(C)OBOC1(C)C, Cc1ccccc1. Product: CN(C)Cc1ccc(C=CB2OC(C)(C)C(C)(C)O2)cc1. As a reaction SMILES: [C:10](#[CH:11])[c:12]1[cH:13][cH:14][c:15]([CH2:18][N:19]([CH3:20])[CH3:21])[cH:16][cH:17]1.[CH3:1][C:2]1([CH3:9])[O:3][BH:4][O:5][C:6]1([CH3:7])[CH3:8].[CH3:22][c:23]1[cH:24][cH:25][cH:26][cH:27][cH:28]1>>[CH3:1][C:2]1([CH3:9])[O:3][B:4]([CH:11]=[CH:10][c:12]2[cH:13][cH:14][c:15]([CH2:18][N:19]([CH3:20])[CH3:21])[cH:16][cH:17]2)[O:5][C:6]1([CH3:7])[CH3:8].